Dataset: the Open Reaction Database (ORD), a public repository of structured organic reaction records. Task: describe an organic reaction: reactants, conditions, products, and yield The reactants are COC1=NC=CC=C1C1=C(C=NC=C1)NCC(F)(F)F ((2-methoxy-[3,4′]bipyridinyl-3′-yl)-(2,2,2-trifluoro-ethyl)-amine), CS(=O)(=O)C=1C=C(C(=O)O)C=C(C1)C(F)(F)F (3-methanesulfonyl-5-trifluoromethyl-benzoic acid). Product: CS(=O)(=O)C=1C=C(C(=O)N(CC(F)(F)F)C=2C=NC=CC2C=2C(=NC=CC2)OC)C=C(C1)C(F)(F)F (3-Methanesulfonyl-N-(2-methoxy-[3,4]bipyridinyl-3′-yl)-N-(2,2,2-trifluoro-ethyl)-5-trifluoromethyl-benzamide). Reaction SMILES: [CH3:1][O:2][C:3]1[C:8]([C:9]2[CH:14]=[CH:13][N:12]=[CH:11][C:10]=2[NH:15][CH2:16][C:17]([F:20])([F:19])[F:18])=[CH:7][CH:6]=[CH:5][N:4]=1.[CH3:21][S:22]([C:25]1[CH:26]=[C:27]([CH:31]=[C:32]([C:34]([F:37])([F:36])[F:35])[CH:33]=1)[C:28](O)=[O:29])(=[O:24])=[O:23]>>[CH3:21][S:22]([C:25]1[CH:26]=[C:27]([CH:31]=[C:32]([C:34]([F:35])([F:36])[F:37])[CH:33]=1)[C:28]([N:15]([C:10]1[CH:11]=[N:12][CH:13]=[CH:14][C:9]=1[C:8]1[C:3]([O:2][CH3:1])=[N:4][CH:5]=[CH:6][CH:7]=1)[CH2:16][C:17]([F:18])([F:20])[F:19])=[O:29])(=[O:24])=[O:23]. Procedure: The title compound was prepared in analogy to example 90, from (2-methoxy-[3,4′]bipyridinyl-3′-yl)-(2,2,2-trifluoro-ethyl)-amine (example 135, intermediate a) and 3-methanesulfonyl-5-trifluoromethyl-benzoic acid (example 114, intermediate a) after a reaction time of 72 hours. The compound was purified by silica gel chromatography using a MPLC system (CombiFlash Companion, Isco Inc.) eluting with a gradient of CH2Cl2: EtOAc (100:0 to 85:15), followed by preparative HPLC using a gradient of methan... Starting materials: COC(C1=CN=C(C(=C1)Br)Cl)=O (5-bromo-6-chloro-nicotinic acid methyl ester), Cl.N[C@H]1[C@@H](CCCC1)O ((1R,2R)-2-amino-cyclohexanol hydrochloride), N1CCCCC1 (piperidine), ClC1=CC=C(C=C1)B(O)O ((4-chloro-phenyl)-boronic acid). Yields the product O[C@H]1[C@@H](CCCC1)NC(=O)C=1C=C(C(=NC1)N1CCCCC1)C1=CC=C(C=C1)Cl (3′-(4-chloro-phenyl)-3,4,5,6-tetrahydro-2H-[1,2′]bipyridinyl-5′-carboxylic acid ((1R,2R)-2-hydroxy-cyclohexyl)-amide). Reaction SMILES: CO[C:3](=[O:12])[C:4]1[CH:9]=[C:8](Br)[C:7](Cl)=[N:6][CH:5]=1.[NH:13]1[CH2:18][CH2:17][CH2:16][CH2:15][CH2:14]1.[Cl:19][C:20]1[CH:25]=[CH:24][C:23](B(O)O)=[CH:22][CH:21]=1.Cl.[NH2:30][C@@H:31]1[CH2:36][CH2:35][CH2:34][CH2:33][C@H:32]1[OH:37]>>[OH:37][C@@H:32]1[CH2:33][CH2:34][CH2:35][CH2:36][C@H:31]1[NH:30][C:3]([C:4]1[CH:9]=[C:8]([C:23]2[CH:24]=[CH:25][C:20]([Cl:19])=[CH:21][CH:22]=2)[C:7]([N:13]2[CH2:18][CH2:17][CH2:16][CH2:15][CH2:14]2)=[N:6][CH:5]=1)=[O:12] |f:3.4|. Procedure: The title compound was synthesized in analogy to Example 74, using 5-bromo-6-chloro-nicotinic acid methyl ester, piperidine, (4-chloro-phenyl)-boronic acid and (1R,2R)-2-amino-cyclohexanol hydrochloride as starting materials to yield 3′-(4-chloro-phenyl)-3,4,5,6-tetrahydro-2H-[1,2′]bipyridinyl-5′-carboxylic acid ((1R,2R)-2-hydroxy-cyclohexyl)-amide. MS (ISP) 414.4 (M+H)+. Reactants: [Na+].C1(CCCCC1)CS(=O)(=O)[O-] (cyclohexylmethylsulfonate sodium salt), O=P(Cl)(Cl)Cl (POCl3). Run at temperature 100 celsius. Yields the product C1(CCCCC1)CS(=O)(=O)Cl (cyclohexylmethyl sulfonyl chloride). Reaction SMILES: [Na+].[CH:2]1([CH2:8][S:9]([O-:12])(=O)=[O:10])[CH2:7][CH2:6][CH2:5][CH2:4][CH2:3]1.O=P(Cl)(Cl)[Cl:15]>>[CH:2]1([CH2:8][S:9]([Cl:15])(=[O:12])=[O:10])[CH2:7][CH2:6][CH2:5][CH2:4][CH2:3]1 |f:0.1|. Reported procedure: To the compound of Example 12 (4.0 g, 20 mmole) was added POCl3 (15 mL) and the mixture heated at 100° C. for 48 hours. Upon cooling to room temperature the mixture was poured onto crushed ice and then the aqueous phase was extracted with ethyl acetate (2×100 mL). The combined organic extracts were then washed with saturated aqueous sodium bicarbonate (2×50 mL), brine and then dried over MgSO4, filtered and the solvent was evaporated under vacuum to provide 3.46 g of the title compound as a ligh... The reactants are CCCCCOc1cccc(C=O)c1, CC#N. Product: CCCCCOc1cccc(C(O)CC#N)c1. RXN SMILES: [CH2:1]([CH2:2][CH2:3][CH2:4][CH3:5])[O:6][c:7]1[cH:8][c:9]([CH:10]=[O:11])[cH:12][cH:13][cH:14]1.[CH3:15][C:16]#[N:17]>>[CH2:1]([CH2:2][CH2:3][CH2:4][CH3:5])[O:6][c:7]1[cH:8][c:9]([CH:10]([OH:11])[CH2:15][C:16]#[N:17])[cH:12][cH:13][cH:14]1. Reactants: COC1=CC=C(NC(C#N)C2=CC=C(C=C2)S(N)(=O)=O)C=C1 (α-(4-methoxyanilino)-α-(4-sulfamoylphenyl)acetonitrile), C(=O)C=C (acrolein). Yields the product COC1=CC=C(C=C1)N1C(=CC=C1)C1=CC=C(C=C1)S(N)(=O)=O (1-(4-Methoxyphenyl)-2-(4-sulfamoylphenyl)pyrrole), powder. The yield is 9.0%. RXN SMILES: [CH3:1][O:2][C:3]1[CH:22]=[CH:21][C:6]([NH:7][CH:8]([C:11]2[CH:16]=[CH:15][C:14]([S:17](=[O:20])(=[O:19])[NH2:18])=[CH:13][CH:12]=2)[C:9]#N)=[CH:5][CH:4]=1.[CH:23]([CH:25]=C)=O>>[CH3:1][O:2][C:3]1[CH:22]=[CH:21][C:6]([N:7]2[CH:25]=[CH:23][CH:9]=[C:8]2[C:11]2[CH:16]=[CH:15][C:14]([S:17](=[O:20])(=[O:19])[NH2:18])=[CH:13][CH:12]=2)=[CH:5][CH:4]=1. Reported procedure: Following a procedure similar to that described in Example 1(iii), but using α-(4-methoxyanilino)-α-(4-sulfamoylphenyl)acetonitrile [prepared as described in step (ii) above] and acrolein as starting materials, the title compound was obtained as a yellow powder (yield 9%), melting at 112-114° C. The reactants are O1C(COC2=CC=C(C=C2)C=2N(C(=CN2)C(F)(F)F)C)C1 (2-[4-(2,3-epoxypropoxy)-phenyl]-1-methyl-5-(trifluoromethyl)-1H-imidazole), C(C1=CC=CC=C1)NCCOC1=CC=C(C(C(=O)N)=C1)O (5-[2-(benzylamino)-ethoxy]-salicylamide). Solvent: C(C)(C)O (isopropanol). Yields the product C(C1=CC=CC=C1)N(CC(COC1=CC=C(C=C1)C=1N(C(=CN1)C(F)(F)F)C)O)CCOC1=CC(=C(C=C1)O)C(N)=O (1-[N-benzyl-2-(3-carbamoyl-4-hydroxyphenoxy)-ethylamino]-3-[4-[1-methyl-5-(trifluoromethyl)-1H-imidazol-2-yl]-phenoxy]-2-propanol). As a reaction SMILES: [O:1]1[CH2:21][CH:2]1[CH2:3][O:4][C:5]1[CH:10]=[CH:9][C:8]([C:11]2[N:12]([CH3:20])[C:13]([C:16]([F:19])([F:18])[F:17])=[CH:14][N:15]=2)=[CH:7][CH:6]=1.[CH2:22]([NH:29][CH2:30][CH2:31][O:32][C:33]1[CH:41]=[C:37]([C:38]([NH2:40])=[O:39])[C:36]([OH:42])=[CH:35][CH:34]=1)[C:23]1[CH:28]=[CH:27][CH:26]=[CH:25][CH:24]=1>C(O)(C)C>[CH2:22]([N:29]([CH2:30][CH2:31][O:32][C:33]1[CH:34]=[CH:35][C:36]([OH:42])=[C:37]([C:38](=[O:39])[NH2:40])[CH:41]=1)[CH2:21][CH:2]([OH:1])[CH2:3][O:4][C:5]1[CH:6]=[CH:7][C:8]([C:11]2[N:12]([CH3:20])[C:13]([C:16]([F:17])([F:19])[F:18])=[CH:14][N:15]=2)=[CH:9][CH:10]=1)[C:23]1[CH:28]=[CH:27][CH:26]=[CH:25][CH:24]=1. Procedure: A solution of 5 g of the resulting 2-[4-(2,3-epoxypropoxy)-phenyl]-1-methyl-5-(trifluoromethyl)-1H-imidazole and 4.7 g of 5-[2-(benzylamino)-ethoxy]-salicylamide in 100 ml of isopropanol is heated under reflux for 15 hours and the solvent is subsequently removed in a rotary evaporator. The crude 1-[N-benzyl-2-(3-carbamoyl-4-hydroxyphenoxy)-ethylamino]-3-[4-[1-methyl-5-(trifluoromethyl)-1H-imidazol-2-yl]-phenoxy]-2-propanol obtained in the form of an oil is further processed in that form.